Dataset: the Open Reaction Database (ORD), a public repository of structured organic reaction records. Task: describe an organic reaction: reactants, conditions, products, and yield The reactants are c1ccc(COc2ccccc2-c2ccc[nH]2)cc1, CO. Product: Oc1ccccc1-c1ccc[nH]1. As a reaction SMILES: [CH2:1]([c:2]1[cH:3][cH:4][cH:5][cH:6][cH:7]1)[O:8][c:9]1[c:10](-[c:15]2[nH:16][cH:17][cH:18][cH:19]2)[cH:11][cH:12][cH:13][cH:14]1.[CH3:20][OH:21]>>[OH:8][c:9]1[c:10](-[c:15]2[nH:16][cH:17][cH:18][cH:19]2)[cH:11][cH:12][cH:13][cH:14]1. Starting materials: [OH-].[Na+] (sodium hydroxide), CON=C(C(=O)OCC)C1(CBr)OCCO1 (ethyl 2-methoxyimino-3,3-ethylenedioxy-4-bromobutyrate), S(O)(O)(=O)=O (sulfuric acid), resultant solution. The solvent is O (water), CO (methanol), O (Water). Reaction conditions: time 2 hour. Yields the product CON=C(C(=O)O)C1(CBr)OCCO1 (2-methoxyimino-3,3-ethylenedioxy-4-bromobutyric acid). The yield is 74.8%. As a reaction SMILES: [OH-].[Na+].[CH3:3][O:4][N:5]=[C:6]([C:12]1([O:18][CH2:17][CH2:16][O:15]1)[CH2:13][Br:14])[C:7]([O:9]CC)=[O:8].S(=O)(=O)(O)O>O.CO>[CH3:3][O:4][N:5]=[C:6]([C:12]1([O:15][CH2:16][CH2:17][O:18]1)[CH2:13][Br:14])[C:7]([OH:9])=[O:8] |f:0.1|. Procedure: A solution of sodium hydroxide (8.64 g) in water (20 ml) was added to a solution of ethyl 2-methoxyimino-3,3-ethylenedioxy-4-bromobutyrate (syn isomer, 26.6 g) in methanol (60 ml) under ice-cooling, stirred at ambient temperature for 2 hours. Water (100 ml) was added to the resultant solution and adjusted to pH 7.0 with 20% sulfuric acid under ice-cooling. After removing methanol therefrom in vacuo, the solution was washed with diethyl ether (100 ml). Diethyl ether (100 ml) was added to the aque... Starting materials: [H-], CC(C)N=C=O, N#Cc1ccc(Nc2nc(N)nc(Cc3c(Cl)cccc3Cl)n2)cc1, [Na+], CN(C)C=O. Product: CC(C)NC(=O)Nc1nc(Cc2c(Cl)cccc2Cl)nc(Nc2ccc(C#N)cc2)n1. RXN SMILES: [H-:26].[N:28](=[C:29]=[O:30])[CH:31]([CH3:32])[CH3:33].[NH2:1][c:2]1[n:3][c:4]([NH:17][c:18]2[cH:19][cH:20][c:21]([C:22]#[N:23])[cH:24][cH:25]2)[n:5][c:6]([CH2:8][c:9]2[c:10]([Cl:16])[cH:11][cH:12][cH:13][c:14]2[Cl:15])[n:7]1.[Na+:27].[O:34]=[CH:35][N:36]([CH3:37])[CH3:38]>>[NH:1]([c:2]1[n:3][c:4]([NH:17][c:18]2[cH:19][cH:20][c:21]([C:22]#[N:23])[cH:24][cH:25]2)[n:5][c:6]([CH2:8][c:9]2[c:10]([Cl:16])[cH:11][cH:12][cH:13][c:14]2[Cl:15])[n:7]1)[C:29]([NH:28][CH:31]([CH3:32])[CH3:33])=[O:30]. Reactants: C(C1=CC=CC=C1)=O (Benzaldehyde), CC1C(=O)OCCC1 (2-methyl-δ-valerolactone). The product is OC(C1=CC=CC=C1)C1(C(=O)OCCC1)C (2-(1-hydroxy-1-phenylmethyl)-2-methyl-δ-valerolactone). Reaction SMILES: [CH:1](=[O:8])[C:2]1[CH:7]=[CH:6][CH:5]=[CH:4][CH:3]=1.[CH3:9][CH:10]1[CH2:16][CH2:15][CH2:14][O:13][C:11]1=[O:12]>>[OH:8][CH:1]([C:10]1([CH3:9])[CH2:16][CH2:15][CH2:14][O:13][C:11]1=[O:12])[C:2]1[CH:7]=[CH:6][CH:5]=[CH:4][CH:3]=1. Procedure details: Benzaldehyde is reacted with 2-methyl-δ-valerolactone to produce 2-(1-hydroxy-1-phenylmethyl)-2-methyl-δ-valerolactone. Starting materials: Cl.ClC=1C=C(C=CC1OC)CCC(=O)O (3-(3-chloro-4-methoxyphenyl)propanoic acid hydrochloride), N[C@H](C(=O)NC1=CC=C(C=C1)OC1=CC=C(C=C1)F)COCC1=CC=CC=C1 ((S)-2-amino-3-(benzyloxy)-N-(4-(4-fluorophenoxy)phenyl)propanamide). Yields the product Compound 81, C(C1=CC=CC=C1)OC[C@@H](C(=O)NC1=CC=C(C=C1)OC1=CC=C(C=C1)F)NC(CCC1=CC(=C(C=C1)OC)Cl)=O ((S)-3-(benzyloxy)-2-(3-(3-chloro-4-methoxyphenyl)propanamido)-N-(4-(4-fluorophenoxy)phenyl)propanamide). Isolated yield 43.3%. As a reaction SMILES: Cl.[Cl:2][C:3]1[CH:4]=[C:5]([CH2:11][CH2:12][C:13]([OH:15])=O)[CH:6]=[CH:7][C:8]=1[O:9][CH3:10].[NH2:16][C@@H:17]([CH2:35][O:36][CH2:37][C:38]1[CH:43]=[CH:42][CH:41]=[CH:40][CH:39]=1)[C:18]([NH:20][C:21]1[CH:26]=[CH:25][C:24]([O:27][C:28]2[CH:33]=[CH:32][C:31]([F:34])=[CH:30][CH:29]=2)=[CH:23][CH:22]=1)=[O:19]>>[CH2:37]([O:36][CH2:35][C@H:17]([NH:16][C:13](=[O:15])[CH2:12][CH2:11][C:5]1[CH:6]=[CH:7][C:8]([O:9][CH3:10])=[C:3]([Cl:2])[CH:4]=1)[C:18]([NH:20][C:21]1[CH:26]=[CH:25][C:24]([O:27][C:28]2[CH:33]=[CH:32][C:31]([F:34])=[CH:30][CH:29]=2)=[CH:23][CH:22]=1)=[O:19])[C:38]1[CH:43]=[CH:42][CH:41]=[CH:40][CH:39]=1 |f:0.1|. Reported procedure: Proceeding as in Example 1, but substituting 3-(3-chloro-4-methoxyphenyl)propanoic acid hydrochloride and (S)-2-amino-3-(benzyloxy)-N-(4-(4-fluorophenoxy)phenyl)propanamide, gave Compound 81, (S)-3-(benzyloxy)-2-(3-(3-chloro-4-methoxyphenyl)propanamido)-N-(4-(4-fluorophenoxy)phenyl)propanamide (3 mg, 43.3%). MS (EI) for C32H30ClFN2O5. found 578.1 (MH+).